From a dataset of the Open Reaction Database (ORD), a public repository of structured organic reaction records. describe an organic reaction: reactants, conditions, products, and yield Reactants: COC(=O)C(CCC(=O)c1cccc(F)c1)NC(=O)OC(C)(C)C, ClCCl, O=C(O)C(F)(F)F. Product: COC(=O)C1CCC(c2cccc(F)c2)=N1. Reaction SMILES: [CH3:1][O:2][C:3]([CH:4]([CH2:5][CH2:6][C:7]([c:9]1[cH:10][c:11]([F:15])[cH:12][cH:13][cH:14]1)=[O:23])[NH:16][C:8]([O:17][C:18]([CH3:19])([CH3:20])[CH3:21])=[O:22])=[O:24].[Cl:32][CH2:33][Cl:34].[F:25][C:26]([F:27])([F:28])[C:29]([OH:30])=[O:31]>>[CH3:1][O:2][C:3]([CH:4]1[CH2:5][CH2:6][C:7]([c:9]2[cH:10][c:11]([F:15])[cH:12][cH:13][cH:14]2)=[N:16]1)=[O:24].